From a dataset of the Open Reaction Database (ORD), a public repository of structured organic reaction records. describe an organic reaction: reactants, conditions, products, and yield Reactants: CC1(C)C2CCC1(CS(=O)(=O)O)C(=O)C2, COCCN1C2CCC1c1cc(N)ccc1C2, CC(C)O, CNC(=O)c1cccc(F)c1Nc1nc(Cl)ncc1Cl, O=C([O-])[O-]. Yields the product CNC(=O)c1cccc(F)c1Nc1nc(Nc2ccc3c(c2)C2CCC(C3)N2CCOC)ncc1Cl. Reaction SMILES: [C:38]12([CH2:39][S:40]([OH:41])(=[O:42])=[O:43])[C:44]([CH3:45])([CH3:46])[CH:47]([CH2:48][CH2:49]1)[CH2:50][C:51]2=[O:52].[CH3:1][O:2][CH2:3][CH2:4][N:5]1[CH:6]2[c:7]3[cH:8][c:9]([NH2:17])[cH:10][cH:11][c:12]3[CH2:13][CH:14]1[CH2:15][CH2:16]2.[CH:57]([OH:58])([CH3:59])[CH3:60].[Cl:18][c:19]1[n:20][cH:21][c:22]([Cl:37])[c:23]([NH:25][c:26]2[c:27]([C:28](=[O:29])[NH:30][CH3:31])[cH:32][cH:33][cH:34][c:35]2[F:36])[n:24]1.[O-:53][C:54](=[O:55])[O-:56]>>[CH3:1][O:2][CH2:3][CH2:4][N:5]1[CH:6]2[c:7]3[cH:8][c:9]([NH:17][c:19]4[n:20][cH:21][c:22]([Cl:37])[c:23]([NH:25][c:26]5[c:27]([C:28](=[O:29])[NH:30][CH3:31])[cH:32][cH:33][cH:34][c:35]5[F:36])[n:24]4)[cH:10][cH:11][c:12]3[CH2:13][CH:14]1[CH2:15][CH2:16]2.